Task: describe an organic reaction: reactants, conditions, products, and yield. Dataset: the Open Reaction Database (ORD), a public repository of structured organic reaction records Starting materials: ClCC(=O)C1=CC=C(C=C1)F (2-chloro-1-(4-fluorophenyl)ethanone), C(C)(=O)[O-].[Na+] (sodium acetate). Run in CN(C=O)C (N,N-dimethylformamide). Reaction conditions: temperature 90 celsius, time 10 hour. Yields the product FC1=CC=C(C=C1)C(COC(C)=O)=O ([2-(4-fluorophenyl)-2-oxo-ethyl]acetate). Yield: 78.4%. As a reaction SMILES: Cl[CH2:2][C:3]([C:5]1[CH:10]=[CH:9][C:8]([F:11])=[CH:7][CH:6]=1)=[O:4].[C:12]([O-:15])(=[O:14])[CH3:13].[Na+]>CN(C)C=O>[F:11][C:8]1[CH:9]=[CH:10][C:5]([C:3](=[O:4])[CH2:2][O:15][C:12](=[O:14])[CH3:13])=[CH:6][CH:7]=1 |f:1.2|. Procedure details: To a 3 liter flask were added 400 grams (2.32 mol) 2-chloro-1-(4-fluorophenyl)ethanone, 1 liter of N,N-dimethylformamide and 265 grams (3.23 mol) anhydrous sodium acetate. The mixture was stirred and heated to 90° C., and the reaction lasted 10 hours. After the reaction was completed, the heating was stopped. The reaction solution was cooled down to room temperature, and extracted with ethyl acetate (600 ml×6). The organic phases were combined, washed three times with brine, dried over anhydrous... The reactants are ClCCl, Cc1cccc(CCN)c1, COC(=O)c1cc(OC)c(OC)c(OC)c1. The product is COc1cc(C(=O)NCCc2cccc(C)c2)cc(OC)c1OC. Reaction SMILES: [CH2:27]([Cl:28])[Cl:29].[CH3:17][c:18]1[cH:19][c:20]([CH2:24][CH2:25][NH2:26])[cH:21][cH:22][cH:23]1.[CH3:1][O:2][c:3]1[cH:4][c:5]([C:6]([O:8][CH3:7])=[O:9])[cH:10][c:11]([O:15][CH3:16])[c:12]1[O:13][CH3:14]>>[CH3:1][O:2][c:3]1[cH:4][c:5]([C:6](=[O:8])[NH:26][CH2:25][CH2:24][c:20]2[cH:19][c:18]([CH3:17])[cH:23][cH:22][cH:21]2)[cH:10][c:11]([O:15][CH3:16])[c:12]1[O:13][CH3:14].